Dataset: the Open Reaction Database (ORD), a public repository of structured organic reaction records. Task: describe an organic reaction: reactants, conditions, products, and yield Reactants: NC(C(C(C#N)=P(C1=CC=CC=C1)(C1=CC=CC=C1)C1=CC=CC=C1)=O)CC(F)F ((±)-4-Amino-6,6-difluoro-3-oxo-2-triphenylphosphoranylidene-hexanenitrile), compound 15, N([C@@H](CC(C)C)C(=O)O)C(=O)OC(C)(C)C (Boc-Leu-OH), C(CCl)Cl (EDC), C=1C=CC2=C(C1)N=NN2O (HOBt). Run in ClCCl (dichloromethane). Conditions: temperature 0 celsius, time 8 hour. Yields the product N([C@@H](CC(C)C)C(=O)O)C(=O)OC(C)(C)C.FC(CCC(C(C#N)=P(C1=CC=CC=C1)(C1=CC=CC=C1)C1=CC=CC=C1)=O)F (Boc-Leu 6,6-difluoro-3-oxo-2-triphenylphosphoranylidene-hexanenitrile). The yield is 84.5%. RXN SMILES: [NH:1]([C:10]([O:12][C:13]([CH3:16])([CH3:15])[CH3:14])=[O:11])[C@H:2]([C:7]([OH:9])=[O:8])[CH2:3][CH:4]([CH3:6])[CH3:5].C(Cl)CCl.C1C=CC2N(O)N=NC=2C=1.N[CH:32]([CH2:57][CH:58]([F:60])[F:59])[C:33](=[O:56])[C:34](=[P:37]([C:50]1[CH:55]=[CH:54][CH:53]=[CH:52][CH:51]=1)([C:44]1[CH:49]=[CH:48][CH:47]=[CH:46][CH:45]=1)[C:38]1[CH:43]=[CH:42][CH:41]=[CH:40][CH:39]=1)[C:35]#[N:36]>ClCCl>[NH:1]([C:10]([O:12][C:13]([CH3:15])([CH3:14])[CH3:16])=[O:11])[C@H:2]([C:7]([OH:9])=[O:8])[CH2:3][CH:4]([CH3:6])[CH3:5].[F:60][CH:58]([F:59])[CH2:57][CH2:32][C:33](=[O:56])[C:34](=[P:37]([C:38]1[CH:39]=[CH:40][CH:41]=[CH:42][CH:43]=1)([C:50]1[CH:51]=[CH:52][CH:53]=[CH:54][CH:55]=1)[C:44]1[CH:49]=[CH:48][CH:47]=[CH:46][CH:45]=1)[C:35]#[N:36] |f:5.6|. Procedure: Synthesis of compound 15 (see scheme 7) Boc-Leu-OH (1.16 g, 5 mmol) was dissolved in dichloromethane (50 mL) and EDC (1.05 g, 5.5 mmol) and HOBt (743 mg, 5.5 mmol) were added. The resulting solution was cooled to 0° C. and (±)-4-Amino-6,6-difluoro-3-oxo-2-triphenylphosphoranylidene-hexanenitrile (2.32 g, 5.5 mmol) was added in one portion. The ice bath was removed and the mixture stirred at room temperature overnight. The reaction mixture was diluted with dichloromethane (100 mL) and washed succ... Starting materials: [H-].[Al+3].[Li+].[H-].[H-].[H-] (lithium aluminum hydride), O (water), BrC=1C=C2C(=NN(C2=CC1)S(=O)(=O)C1=CC=CC=C1)N1CCN(CC1)C (5-bromo-3-(4-methyl-1-piperazinyl)-1-phenylsulfonyl-1H-indazole), solution. Run in O1CCCC1 (THF), O1CCCC1 (tetrahydrofuran). Reaction conditions: time 6 hour. Yields the product BrC=1C=C2C(=NNC2=CC1)N1CCN(CC1)C (5-bromo-3-(4-methyl-1-piperazinyl)-1H-indazole). RXN SMILES: [Br:1][C:2]1[CH:3]=[C:4]2[C:8](=[CH:9][CH:10]=1)[N:7](S(C1C=CC=CC=1)(=O)=O)[N:6]=[C:5]2[N:20]1[CH2:25][CH2:24][N:23]([CH3:26])[CH2:22][CH2:21]1.[H-].[Al+3].[Li+].[H-].[H-].[H-].O>O1CCCC1>[Br:1][C:2]1[CH:3]=[C:4]2[C:8](=[CH:9][CH:10]=1)[NH:7][N:6]=[C:5]2[N:20]1[CH2:21][CH2:22][N:23]([CH3:26])[CH2:24][CH2:25]1 |f:1.2.3.4.5.6|. Reported procedure: To a stirred solution, under N2, 5-bromo-3-(4-methyl-1-piperazinyl)-1-phenylsulfonyl-1H-indazole (4.4 g, 0.01 mol) of Example 4c in THF (70 ml), was added, dropwise, lithium aluminum hydride [20 ml of a 1M solution in tetrahydrofuran (THF)]. The reaction was then stirred for 6 hours at reflux. The reaction was cooled in an ice bath, water was added cautiously and then the reaction was filtered. The filter cake was washed with THF and then methanol, and the filtrate was concentrated to yield 5-br... The reactants are NC=1C(=NC=C(C1)Br)C(=O)O (3-amino-5-bromopyridine-2-carboxylic acid), CN (methylamine), C[C@@H]1CN(CCC1)CCCOC1=CC=C(C=O)C=C1 (4-{3-[(3S)-3-methylpiperidin-1-yl]propoxy}benzaldehyde). Yields the product BrC1=CC=2N=C(N(C(C2N=C1)=O)C)C1=CC=C(C=C1)OCCCN1C[C@H](CCC1)C (7-Bromo-3-methyl-2-(4-{3-[(3S)-3-methylpiperidin-1-yl]propoxy}phenyl)pyrido[3,2-d]pyrimidin-4(3H)-one). As a reaction SMILES: [NH2:1][C:2]1[C:3]([C:9]([OH:11])=O)=[N:4][CH:5]=[C:6]([Br:8])[CH:7]=1.[CH3:12][NH2:13].[CH3:14][C@H:15]1[CH2:20][CH2:19][CH2:18][N:17]([CH2:21][CH2:22][CH2:23][O:24][C:25]2[CH:32]=[CH:31][C:28]([CH:29]=O)=[CH:27][CH:26]=2)[CH2:16]1>>[Br:8][C:6]1[CH:5]=[N:4][C:3]2[C:9](=[O:11])[N:13]([CH3:12])[C:29]([C:28]3[CH:31]=[CH:32][C:25]([O:24][CH2:23][CH2:22][CH2:21][N:17]4[CH2:18][CH2:19][CH2:20][C@H:15]([CH3:14])[CH2:16]4)=[CH:26][CH:27]=3)=[N:1][C:2]=2[CH:7]=1. Procedure details: The entitled compound was obtained according to the method of Example 15 but starting from 3-amino-5-bromopyridine-2-carboxylic acid, methylamine and 4-{3-[(3S)-3-methylpiperidin-1-yl]propoxy}benzaldehyde. Yields the product CC(C)=CCCC(C)CCOC(=O)CCC(=O)O. The reactants are CN(C)c1ccncc1, CC(C)=CCCC(C)CCO, ClCCl, O=C1CCC(=O)O1, c1ccncc1. RXN SMILES: [CH3:25][N:26]([CH3:27])[c:28]1[cH:29][cH:30][n:31][cH:32][cH:33]1.[CH3:8][CH:9]([CH2:10][CH2:11][OH:12])[CH2:13][CH2:14][CH:15]=[C:16]([CH3:17])[CH3:18].[Cl:34][CH2:35][Cl:36].[O:1]=[C:2]1[CH2:3][CH2:4][C:5](=[O:6])[O:7]1.[cH:19]1[cH:20][cH:21][n:22][cH:23][cH:24]1>>[O:1]=[C:2]([CH2:3][CH2:4][C:5](=[O:6])[O:12][CH2:11][CH2:10][CH:9]([CH3:8])[CH2:13][CH2:14][CH:15]=[C:16]([CH3:17])[CH3:18])[OH:7]. Starting materials: CN(C)CCN(C)C, CI, CCCCCC, [Li]C(C)CC, [Cl-], [NH4+], C1CCOC1, C[Si](C)(CCl)c1ccc(-c2ccccc2)cc1. Product: CC(Cl)[Si](C)(C)c1ccc(-c2ccccc2)cc1. RXN SMILES: [CH3:23][N:24]([CH3:25])[CH2:26][CH2:27][N:28]([CH3:29])[CH3:30].[CH3:31][I:32].[CH3:40][CH2:41][CH2:42][CH2:43][CH2:44][CH3:45].[CH:18]([Li:19])([CH2:20][CH3:21])[CH3:22].[Cl-:33].[NH4+:34].[O:35]1[CH2:36][CH2:37][CH2:38][CH2:39]1.[c:1]1(-[c:12]2[cH:13][cH:14][cH:15][cH:16][cH:17]2)[cH:2][cH:3][c:4]([Si:7]([CH3:8])([CH3:9])[CH2:10][Cl:11])[cH:5][cH:6]1>>[c:1]1(-[c:12]2[cH:13][cH:14][cH:15][cH:16][cH:17]2)[cH:2][cH:3][c:4]([Si:7]([CH3:8])([CH3:9])[CH:10]([Cl:11])[CH3:18])[cH:5][cH:6]1. The reactants are COC(=O)C1=NC2=CC=NC=C2C=C1 ([1,6]naphthyridine-2-carboxylic acid methyl ester), ClC=1C=C(C(=O)OO)C=CC1 (mCPBA). Solvent: CCOC(=O)C (EtOAc), O (water), ClCCl (DCM). Run at time 2 hour. Product: O=C1C=2C=CC(=NC2C=CN1)C(=O)O (5-oxo-5,6-dihydro-[1,6]naphthyridine-2-carboxylic acid), 6-oxy-[1,6]naphthyridine-2-carboxylic acid methyl ester. RXN SMILES: C[O:2][C:3]([C:5]1[CH:14]=[CH:13][C:12]2[C:7](=[CH:8][CH:9]=[N:10][CH:11]=2)[N:6]=1)=[O:4].ClC1C=C(C=CC=1)C(OO)=[O:20]>ClCCl.CCOC(C)=O.O>[O:20]=[C:11]1[NH:10][CH:9]=[CH:8][C:7]2[N:6]=[C:5]([C:3]([OH:2])=[O:4])[CH:14]=[CH:13][C:12]1=2. Reported procedure: Treat a solution of [1,6]naphthyridine-2-carboxylic acid methyl ester (2.00 g, 10.4 mmol) in DCM (dichloromethane) (50 mL) with mCPBA (m-chloroperoxybenzoic acid) (65%, 3.10 g, 12.0 mmol)) at rt (room temperature) and stir for 2 h. Dilute the reaction mixture with EtOAc and water. Wash the organic layers with sat. NaHCO3 and brine. Extract the organic layer with DCM (4×50 mL) and dry the combined organics over MgSO4, filter and concentrate. Purify the compound by silica gel chromatography elutin...